This data is from the Open Reaction Database (ORD), a public repository of structured organic reaction records. The task is: describe an organic reaction: reactants, conditions, products, and yield Reactants: O=C[C@H](O)[C@@H](O)[C@H](O)[C@H](O)CO (GLU), C[C@@H]1C[C@@H]([C@@H]2[C@H](C[C@H]([C@@](O2)(C(=O)C(=O)N3CCCC[C@H]3C(=O)O[C@@H]([C@@H]([C@H](CC(=O)[C@@H](/C=C(/C1)\C)CC=C)O)C)/C(=C/[C@@H]4CC[C@H]([C@@H](C4)OC)O)/C)O)C)OC)OC (TAC), C[C@@H]1C[C@@H]([C@@H]2[C@H](C[C@H]([C@@](O2)(C(=O)C(=O)N3CCCC[C@H]3C(=O)O[C@@H]([C@@H]([C@H](CC(=O)[C@@H](/C=C(/C1)\C)CC=C)O)C)/C(=C/[C@@H]4CC[C@H]([C@@H](C4)OC)O)/C)O)C)OC)OC (TAC), O=C[C@H](O)[C@@H](O)[C@H](O)[C@H](O)CO (glucose), C(C)#N (acetonitrile), C[C@@H]1C[C@@H]([C@@H]2[C@H](C[C@H]([C@@](O2)(C(=O)C(=O)N3CCCC[C@H]3C(=O)O[C@@H]([C@@H]([C@H](CC(=O)[C@@H](/C=C(/C1)\C)CC=C)O)C)/C(=C/[C@@H]4CC[C@H]([C@@H](C4)OC)O)/C)O)C)OC)OC (TAC), O=C[C@H](O)[C@@H](O)[C@H](O)[C@H](O)CO (GLU), solids. The solvent is O (water). Reaction conditions: temperature -50 celsius. The product is C[C@@H]1C[C@@H]([C@@H]2[C@H](C[C@H]([C@@](O2)(C(=O)C(=O)N3CCCC[C@H]3C(=O)O[C@@H]([C@@H]([C@H](CC(=O)[C@@H](/C=C(/C1)\C)CC=C)O)C)/C(=C/[C@@H]4CC[C@H]([C@@H](C4)OC)O)/C)O)C)OC)OC.O=C[C@H](O)[C@@H](O)[C@H](O)[C@H](O)CO (TAC GLU). Reaction SMILES: [CH3:1][C@H:2]1[CH2:33][C:32]([CH3:34])=[CH:31][C@@H:30]([CH2:35][CH:36]=[CH2:37])[C:28](=[O:29])[CH2:27][C@H:26]([OH:38])[C@@H:25]([CH3:39])[C@@H:24](/[C:40](/[CH3:51])=[CH:41]/[C@H:42]2[CH2:47][C@@H:46]([O:48][CH3:49])[C@H:45]([OH:50])[CH2:44][CH2:43]2)[O:23][C:21](=[O:22])[C@H:20]2[N:15]([CH2:16][CH2:17][CH2:18][CH2:19]2)[C:13](=[O:14])[C:11](=[O:12])[C@:9]2([OH:52])[O:10][C@@H:5]([C@@H:6]([O:54][CH3:55])[CH2:7][C@H:8]2[CH3:53])[C@@H:4]([O:56][CH3:57])[CH2:3]1.[O:58]=[CH:59][C@@H:60]([C@H:62]([C@@H:64]([C@@H:66]([CH2:68][OH:69])[OH:67])[OH:65])[OH:63])[OH:61].C(#N)C>O>[CH3:1][C@H:2]1[CH2:33][C:32]([CH3:34])=[CH:31][C@@H:30]([CH2:35][CH:36]=[CH2:37])[C:28](=[O:29])[CH2:27][C@H:26]([OH:38])[C@@H:25]([CH3:39])[C@@H:24](/[C:40](/[CH3:51])=[CH:41]/[C@H:42]2[CH2:47][C@@H:46]([O:48][CH3:49])[C@H:45]([OH:50])[CH2:44][CH2:43]2)[O:23][C:21](=[O:22])[C@H:20]2[N:15]([CH2:16][CH2:17][CH2:18][CH2:19]2)[C:13](=[O:14])[C:11](=[O:12])[C@:9]2([OH:52])[O:10][C@@H:5]([C@@H:6]([O:54][CH3:55])[CH2:7][C@H:8]2[CH3:53])[C@@H:4]([O:56][CH3:57])[CH2:3]1.[O:58]=[CH:59][C@@H:60]([C@H:62]([C@@H:64]([C@@H:66]([CH2:68][OH:69])[OH:67])[OH:65])[OH:63])[OH:61] |f:4.5|. Procedure details: A formulation of tacrolimus (TAC) was produced using TAC and glucose (GLU) in ratio 1:1. The TAC:GLU 1:1 formulation was prepared using the ultra-rapid freezing (URF) process. The composition was prepared by dissolving TAC and GLU at a 1:1 ratio and 0.75% solids in a 60/40 mixture of acetonitrile and water. The solution of drug and excipient was applied to the surface of a solid substrate, which is cooled using a cryogenic substrate maintained at −50° C. The frozen compositions were then collect... Starting materials: C1(=CC=CC2=CC=CC=C12)CC(=O)O (1-naphthylacetic acid), S(O)(O)(=O)=O (sulfuric acid), C(C)(=O)O (acetic acid), C=O (formaldehyde). The solvent is O (water). Run at temperature 110 celsius. The product is C1(=CC=CC2=CC=CC=C12)CC(=O)O.C=O (1-naphthylacetic acid formaldehyde). RXN SMILES: [C:1]1([CH2:11][C:12]([OH:14])=[O:13])[C:10]2[C:5](=[CH:6][CH:7]=[CH:8][CH:9]=2)[CH:4]=[CH:3][CH:2]=1.[C:15](O)(=[O:17])C.C=O.S(=O)(=O)(O)O>O>[C:1]1([CH2:11][C:12]([OH:14])=[O:13])[C:10]2[C:5](=[CH:6][CH:7]=[CH:8][CH:9]=2)[CH:4]=[CH:3][CH:2]=1.[CH2:15]=[O:17] |f:5.6|. Reported procedure: Into a flask was charged 18.6 g (0.100 mole) 1-naphthylacetic acid, 93 ml. glacial acetic acid, and 8.1 g (0.100 mole ) 37% formaldehyde. With stirring, 5.6 ml. (0.100 mole) 96% sulfuric acid was added and the mixture heated at a gentle reflux (110° C.) for about 21 hours. On cooling to room temperature and dilution with 200 ml. water, heavy deposition of solids took place. The polymeric solids were filtered, washed with water, re-slurried in 200 ml. boiling water, and filtered hot. The moist so... The reactants are CCOC(C)=O, O=C(C=Cc1ccc(-n2ccnc2)c(F)c1)NC1CCc2ccccc21, [H-], CI, [Na+], CN(C)C=O, O. Product: CN(C(=O)C=Cc1ccc(-n2ccnc2)c(F)c1)C1CCc2ccccc21. RXN SMILES: [CH3:36][CH2:37][O:38][C:39](=[O:40])[CH3:41].[F:6][c:7]1[cH:8][c:9]([CH:18]=[CH:19][C:20](=[O:21])[NH:22][CH:23]2[CH2:24][CH2:25][c:26]3[cH:27][cH:28][cH:29][cH:30][c:31]32)[cH:10][cH:11][c:12]1-[n:13]1[cH:14][n:15][cH:16][cH:17]1.[H-:32].[I:34][CH3:35].[Na+:33].[O:1]=[CH:2][N:3]([CH3:4])[CH3:5].[OH2:42]>>[CH3:2][N:22]([C:20]([CH:19]=[CH:18][c:9]1[cH:8][c:7]([F:6])[c:12](-[n:13]2[cH:14][n:15][cH:16][cH:17]2)[cH:11][cH:10]1)=[O:21])[CH:23]1[CH2:24][CH2:25][c:26]2[cH:27][cH:28][cH:29][cH:30][c:31]21. The reactants are CC(C)(C)OC(=O)N1CC(OS(C)(=O)=O)C1, O=C([O-])[O-], Oc1ccc(OCC2CC2)cc1, [Cs+], [Cs+], CN(C)C=O, O. Product: CC(C)(C)OC(=O)N1CC(Oc2ccc(OCC3CC3)cc2)C1. Reaction SMILES: [C:1]([CH3:2])([CH3:3])([CH3:4])[O:5][C:6](=[O:7])[N:8]1[CH2:9][CH:10]([O:12][S:13]([CH3:14])(=[O:15])=[O:16])[CH2:11]1.[C:29](=[O:30])([O-:31])[O-:32].[CH:17]1([CH2:20][O:21][c:22]2[cH:23][cH:24][c:25]([OH:28])[cH:26][cH:27]2)[CH2:18][CH2:19]1.[Cs+:33].[Cs+:34].[O:36]=[CH:37][N:38]([CH3:39])[CH3:40].[OH2:35]>>[C:1]([CH3:2])([CH3:3])([CH3:4])[O:5][C:6](=[O:7])[N:8]1[CH2:9][CH:10]([O:12][c:25]2[cH:24][cH:23][c:22]([O:21][CH2:20][CH:17]3[CH2:18][CH2:19]3)[cH:27][cH:26]2)[CH2:11]1. The reactants are [H-].[Na+] (sodium hydride), COC1=CC=C(C=C1)C1=NC(SC1C1=CC=C(C=C1)OC)=S (4,5-bis-(p-methoxyphenyl)-thiazoline-2-thione), Cl (hydrochloric acid), ice water, ICCO (2-iodoethanol). The solvent is CCCCCC (hexane), CN(P(N(C)C)(N(C)C)=O)C (hexamethylphosphoric acid triamide). Product: OCCSC=1SC(=C(N1)C1=CC=C(C=C1)OC)C1=CC=C(C=C1)OC (2-(2-hydroxyethylthio)-4,5-bis-(p-methoxyphenyl)-thiazole). RXN SMILES: [CH3:1][O:2][C:3]1[CH:8]=[CH:7][C:6]([C:9]2[CH:13]([C:14]3[CH:19]=[CH:18][C:17]([O:20][CH3:21])=[CH:16][CH:15]=3)[S:12][C:11](=[S:22])[N:10]=2)=[CH:5][CH:4]=1.[H-].[Na+].I[CH2:26][CH2:27][OH:28].Cl>CN(C)P(=O)(N(C)C)N(C)C.CCCCCC>[OH:28][CH2:27][CH2:26][S:22][C:11]1[S:12][C:13]([C:14]2[CH:19]=[CH:18][C:17]([O:20][CH3:21])=[CH:16][CH:15]=2)=[C:9]([C:6]2[CH:7]=[CH:8][C:3]([O:2][CH3:1])=[CH:4][CH:5]=2)[N:10]=1 |f:1.2|. Procedure: 10 g of 4,5-bis-(p-methoxyphenyl)-thiazoline-2-thione are dissolved in 50 ml of hexamethylphosphoric acid triamide, the solution is cooled to 5° and, while stirring, sodium hydride (1.45 g of a 50% strength suspension in mineral oil, de-oiled with hexane) is added. The mixture is then stirred for 30 minutes at room temperature, 5.22 g of 2-iodoethanol are added dropwise thereto, and the mixture is then stirred for 15 minutes at room temperature and poured into a mixture of 30 ml of 2 N hydrochlo... Reactants: O=C(O)C=Cc1ccc(Br)cc1, O=C([O-])[O-], CI, CN(C)C=O, [K+], [K+]. Product: COC(=O)C=Cc1ccc(Br)cc1. RXN SMILES: [Br:7][c:8]1[cH:9][cH:10][c:11]([CH:12]=[CH:13][C:14](=[O:15])[OH:16])[cH:17][cH:18]1.[C:1](=[O:2])([O-:3])[O-:4].[CH3:19][I:20].[CH3:21][N:22]([CH3:23])[CH:24]=[O:25].[K+:5].[K+:6]>>[CH3:1][O:16][C:14]([CH:13]=[CH:12][c:11]1[cH:10][cH:9][c:8]([Br:7])[cH:18][cH:17]1)=[O:15].